Task: describe an organic reaction: reactants, conditions, products, and yield. Dataset: the Open Reaction Database (ORD), a public repository of structured organic reaction records The reactants are [Li]CCCC (n-BuLi), BrC1=NC=C(C=C1)Br (2,5-Dibromopyridine), FC(C(=O)OCC)(F)F (ethyl trifluoroacetate). The solvent is C1(=CC=CC=C1)C (toluene). Run at temperature -78 celsius, time 2 hour. The product is BrC=1C=CC(=NC1)C(C(F)(F)F)=O (1-(5-bromopyridin-2-yl)-2,2,2-trifluoroethanone). Yield: 77.0%. As a reaction SMILES: Br[C:2]1[CH:7]=[CH:6][C:5]([Br:8])=[CH:4][N:3]=1.[Li]CCCC.[F:14][C:15]([F:22])([F:21])[C:16](OCC)=[O:17]>C1(C)C=CC=CC=1>[Br:8][C:5]1[CH:6]=[CH:7][C:2]([C:16](=[O:17])[C:15]([F:22])([F:21])[F:14])=[N:3][CH:4]=1. Procedure details: 2,5-Dibromopyridine (7.11 g, 30 mmol) was dissolved in dry toluene (200 mL) and cooled to −78° C. n-BuLi (14.4 mL, 2.5 M in THF, 36 mmol) was added dropwise. The mixture was stirred at −78° C. for 2 hours and ethyl trifluoroacetate (6.39 g, 45 mmol) was added. The resulting mixture was allowed to warm to room temperature slowly and stirred at room temperature for 30 min. The reaction was quenched with NH4Cl (aq.) and extracted with EtOAc. The organics were dried and concentrated and the resultin... Starting materials: O=C(Cl)c1ccc(Cl)cc1Cl, ClCCl, Nc1ccc(-c2coc(-c3ccccc3)n2)cc1, c1ccncc1. The product is O=C(Nc1ccc(-c2coc(-c3ccccc3)n2)cc1)c1ccc(Cl)cc1Cl. RXN SMILES: [Cl:25][c:26]1[c:27]([C:28](=[O:29])[Cl:30])[cH:31][cH:32][c:33]([Cl:35])[cH:34]1.[Cl:36][CH2:37][Cl:38].[c:1]1(-[c:7]2[o:8][cH:9][c:10](-[c:12]3[cH:13][cH:14][c:15]([NH2:18])[cH:16][cH:17]3)[n:11]2)[cH:2][cH:3][cH:4][cH:5][cH:6]1.[cH:19]1[cH:20][cH:21][n:22][cH:23][cH:24]1>>[c:1]1(-[c:7]2[o:8][cH:9][c:10](-[c:12]3[cH:13][cH:14][c:15]([NH:18][C:28]([c:27]4[c:26]([Cl:25])[cH:34][c:33]([Cl:35])[cH:32][cH:31]4)=[O:29])[cH:16][cH:17]3)[n:11]2)[cH:2][cH:3][cH:4][cH:5][cH:6]1. The reactants are C([O-])([O-])=O.[Na+].[Na+] (sodium carbonate), NC1=CC=C(C=C1)CC(=O)O (4-aminophenylacetic acid), Cl (hydrochloric acid), CS(=O)(=O)Cl (methanesulfonyl chloride). The solvent is O (water). Reaction conditions: temperature 85 celsius. Yields the product CS(=O)(=O)NC1=CC=C(C=C1)CC(=O)O (4-(Methanesulfonamido)phenylacetic acid). Isolated yield 58.9%. RXN SMILES: C(=O)([O-])[O-].[Na+].[Na+].[NH2:7][C:8]1[CH:13]=[CH:12][C:11]([CH2:14][C:15]([OH:17])=[O:16])=[CH:10][CH:9]=1.[CH3:18][S:19](Cl)(=[O:21])=[O:20].Cl>O>[CH3:18][S:19]([NH:7][C:8]1[CH:9]=[CH:10][C:11]([CH2:14][C:15]([OH:17])=[O:16])=[CH:12][CH:13]=1)(=[O:21])=[O:20] |f:0.1.2|. Procedure details: In a solution containing 5.44 g (53 mmol) of sodium carbonate in 36 ml of water, 3.2 g (20 mmol) of 4-aminophenylacetic acid are dissolved, 1.7 ml (2.48 g, 22 mmol) of methanesulfonyl chloride are added in one portion and the mixture is heated at 85° C. for 4 hours. After cooling down and acidifying the reaction mixture to pH 3 with concentrated hydrochloric acid, the mixture is cooled in the refrigerator overnight, filtered, washed with water and dried to obtain 2.7 g of a crude product, which ...